From a dataset of the Open Reaction Database (ORD), a public repository of structured organic reaction records. describe an organic reaction: reactants, conditions, products, and yield Starting materials: C(C1=CC=CC=C1)N(CC1=CC=CC=C1)[C@@H](C)[C@@H](CCCCCCCCCCC)O ((2S,3R)-2-(N,N-Dibenzylamino)-3-tetradecanol), Pd(OH)2—C. The solvent is CO (MeOH). Run at time 8 hour. Yields the product N[C@@H](C)[C@@H](CCCCCCCCCCC)O ((2S,3R)-2-Amino-3-tetradecanol). The yield is 86.2%. RXN SMILES: C([N:8]([C@H:16]([C@H:18]([OH:30])[CH2:19][CH2:20][CH2:21][CH2:22][CH2:23][CH2:24][CH2:25][CH2:26][CH2:27][CH2:28][CH3:29])[CH3:17])CC1C=CC=CC=1)C1C=CC=CC=1>CO>[NH2:8][C@H:16]([C@H:18]([OH:30])[CH2:19][CH2:20][CH2:21][CH2:22][CH2:23][CH2:24][CH2:25][CH2:26][CH2:27][CH2:28][CH3:29])[CH3:17]. Procedure: To a solution of N,N-dibenzylamine 29 (182 mg, 0.44 mmol) in MeOH (4.5 mL) at room temperature, Pd(OH)2—C (20% wt, 24 mg, 0.04 mmol) was added. The mixture was purged with a stream of dry Ar, and then H2. The reaction was stirred overnight under a H2 atmosphere (1 atm). The catalyst was filtered off through a 0.45 μm teflon filter in polypropylene housing, washing the filter with MeOH (30 mL) and the solvent was evaporated in vacuo. The crude was purified by column chromatography on silica (90:1...